This data is from the Open Reaction Database (ORD), a public repository of structured organic reaction records. The task is: describe an organic reaction: reactants, conditions, products, and yield The reactants are FC(S(=O)(=O)OC=1C=CC=2N(N1)N=CC2C2=NC(=NC=C2)NC2CC2)(F)F (3-[2-(cyclopropylamino)-4-pyrimidinyl]pyrazolo[1,5-b]pyridazin-6-yl trifluoromethanesulfonate), [Li+].[Cl-] (LiCl), C=1C=CC(=CC1)[As](C=2C=CC=CC2)C=3C=CC=CC3 (AsPh3), C(=C)[Sn](CCCC)(CCCC)CCCC (vinyl-tributylstannane). The reagents and catalysts are C=1C=CC(=CC1)/C=C/C(=O)/C=C/C2=CC=CC=C2.C=1C=CC(=CC1)/C=C/C(=O)/C=C/C2=CC=CC=C2.C=1C=CC(=CC1)/C=C/C(=O)/C=C/C2=CC=CC=C2.[Pd].[Pd] (Pd2(dba)3). Run in CN(C)C=O (DMF), O (water). Reaction conditions: temperature 60 celsius. Yields the product C1(CC1)NC1=NC=CC(=N1)C=1C=NN2N=C(C=CC21)C=C (N-Cyclopropyl-4-(6-vinylpyrazolo[1,5-b]pyridazin-3-yl)-2-pyrimidinamine). Yield: 93.4%. RXN SMILES: FC(F)(F)S(O[C:7]1[CH:8]=[CH:9][C:10]2[N:11]([N:13]=[CH:14][C:15]=2[C:16]2[CH:21]=[CH:20][N:19]=[C:18]([NH:22][CH:23]3[CH2:25][CH2:24]3)[N:17]=2)[N:12]=1)(=O)=O.[Li+].[Cl-].[CH:30]1C=CC([As](C2C=CC=CC=2)C2C=CC=CC=2)=C[CH:35]=1.C([Sn](CCCC)(CCCC)CCCC)=C>CN(C=O)C.C1C=CC(/C=C/C(/C=C/C2C=CC=CC=2)=O)=CC=1.C1C=CC(/C=C/C(/C=C/C2C=CC=CC=2)=O)=CC=1.C1C=CC(/C=C/C(/C=C/C2C=CC=CC=2)=O)=CC=1.[Pd].[Pd].O>[CH:23]1([NH:22][C:18]2[N:17]=[C:16]([C:15]3[CH:14]=[N:13][N:11]4[C:10]=3[CH:9]=[CH:8][C:7]([CH:30]=[CH2:35])=[N:12]4)[CH:21]=[CH:20][N:19]=2)[CH2:25][CH2:24]1 |f:1.2,6.7.8.9.10|. Reported procedure: To a solution of 3-[2-(cyclopropylamino)-4-pyrimidinyl]pyrazolo[1,5-b]pyridazin-6-yl trifluoromethanesulfonate (100 mg, 0.25 mmol) in DMF (3 mL) was added Pd2(dba)3 (12 mg, 0.0125 mmol), LiCl (32 mg, 0.75 mmol), AsPh3 (31 mg, 0.10 mmol), and vinyl-tributylstannane (120 mg, 0.375 mmol). The reaction mixture was heated at an oil bath temperature of 60° C. for about 4 hours. The mixture was cooled to RT and water (20 mL) was added. The aqueous layer was washed with EtOAc (3×50 mL). The combined org... The reactants are CCN(C(C)C)C(C)C (DIPEA), Cl.FC1=C(C=CC(=C1)F)C1NCCC(C1)C(=O)OC (Methyl 2-(2,4-difluorophenyl)piperidine-4-carboxylate hydrochloride), C(OC)(=O)Cl (Methyl carbonochloridate). The solvent is C(Cl)Cl (DCM). Conditions: time 4 hour. Yields the product FC1=C(C=CC(=C1)F)C1N(CCC(C1)C(=O)OC)C(=O)OC (dimethyl 2-(2,4-difluorophenyl)piperidine-1,4-dicarboxylate). The yield is 94.7%. As a reaction SMILES: Cl.[F:2][C:3]1[CH:8]=[C:7]([F:9])[CH:6]=[CH:5][C:4]=1[CH:10]1[CH2:15][CH:14]([C:16]([O:18][CH3:19])=[O:17])[CH2:13][CH2:12][NH:11]1.CCN(C(C)C)C(C)C.[C:29](Cl)(=[O:32])[O:30][CH3:31]>C(Cl)Cl>[F:2][C:3]1[CH:8]=[C:7]([F:9])[CH:6]=[CH:5][C:4]=1[CH:10]1[CH2:15][CH:14]([C:16]([O:18][CH3:19])=[O:17])[CH2:13][CH2:12][N:11]1[C:29]([O:30][CH3:31])=[O:32] |f:0.1|. Procedure: Methyl 2-(2,4-difluorophenyl)piperidine-4-carboxylate hydrochloride (2.34 g, 8.02 mmol) was dissolved in DCM (50 mL), then DIPEA (3.50 mL, 20.05 mmol) was added. Methyl carbonochloridate (0.884 mL, 11.23 mmol) was added dropwise to the solution. The mixture was stirred at room temperature for 4 h, washed with 0.1 M HCl (100 mL) and satd NaHCO3 (100 mL), then dried through a phase-separator and evaporated yielding dimethyl 2-(2,4-difluorophenyl)piperidine-1,4-dicarboxylate (2.38 g, 95%) as an ora... The reactants are CO, COC(=O)c1cn(Cc2ccccc2F)cn1, N. Yields the product NC(=O)c1cn(Cc2ccccc2F)cn1. RXN SMILES: [CH3:19][OH:20].[CH3:1][O:2][C:3](=[O:4])[c:5]1[n:6][cH:7][n:8]([CH2:10][c:11]2[c:12]([F:17])[cH:13][cH:14][cH:15][cH:16]2)[cH:9]1.[NH3:18]>>[O:2]=[C:3]([c:5]1[n:6][cH:7][n:8]([CH2:10][c:11]2[c:12]([F:17])[cH:13][cH:14][cH:15][cH:16]2)[cH:9]1)[NH2:18]. The reactants are BrC=C1C=CC(O1)=O (5-bromomethylene-2(5H)furanone), FC(C=1C=C(C=CC1)B(O)O)(F)F (3-trifluoromethylphenylboronic acid), [F-].[Cs+] (cesium fluoride). Reagents/catalysts: [I-].C(CCC)[N+](CCCC)(CCCC)CCCC (tetrabutylammonium iodide), Cl[Pd]([P](C1=CC=CC=C1)(C2=CC=CC=C2)C3=CC=CC=C3)([P](C4=CC=CC=C4)(C5=CC=CC=C5)C6=CC=CC=C6)Cl (trans-dichlorobis(triphenylphosphine)palladium). Solvent: C1(=CC=CC=C1)C (toluene), O (water), [Cl-].[Na+].O (brine). Product: FC(C=1C=C(\C=C/2\C=CC(O2)=O)C=CC1)(F)F ((Z)-5-(3-(trifluoromethyl)benzylidene)furan-2(5H)-one). As a reaction SMILES: Br[CH:2]=[C:3]1[O:7][C:6](=[O:8])[CH:5]=[CH:4]1.[F:9][C:10]([F:21])([F:20])[C:11]1[CH:12]=[C:13](B(O)O)[CH:14]=[CH:15][CH:16]=1.[F-].[Cs+]>[I-].C([N+](CCCC)(CCCC)CCCC)CCC.C1(C)C=CC=CC=1.O.[Cl-].[Na+].O.Cl[Pd](Cl)([P](C1C=CC=CC=1)(C1C=CC=CC=1)C1C=CC=CC=1)[P](C1C=CC=CC=1)(C1C=CC=CC=1)C1C=CC=CC=1>[F:9][C:10]([F:21])([F:20])[C:11]1[CH:16]=[C:15]([CH:14]=[CH:13][CH:12]=1)/[CH:2]=[C:3]1/[CH:4]=[CH:5][C:6](=[O:8])[O:7]/1 |f:2.3,4.5,8.9.10,^1:55,74|. Reported procedure: A mixture containing 5-bromomethylene-2(5H)furanone (0.175 g, 1 mmol), 3-trifluoromethylphenylboronic acid (0.228 g, 1.2 mmol), trans-dichlorobis(triphenylphosphine)palladium (II) (0.035 g, 0.05 mmol), tetrabutylammonium iodide (0.018 g, 0.05 mmol) and cesium fluoride (0.456 g, 3 mmol) in toluene (10 mL) and water (10 mL) were stirred at reflux for 24 hours under nitrogen. After cooling, brine (50 mL) was added and the product extracted with ethyl acetate (50 mL×3). The organic fractions were co...